Dataset: the Open Reaction Database (ORD), a public repository of structured organic reaction records. Task: describe an organic reaction: reactants, conditions, products, and yield The reactants are COC=1C=C2C=C(C(=C(C2=CC1)O)C1=CC=CC=C1)CCC(F)(F)F (6-(Methyloxy)-2-phenyl-3-(3,3,3-trifluoropropyl)-1-naphthalenol), [H-].[Na+] (NaH), FC1=CC=C(C=O)C=C1 (4-fluorobenzaldehyde). Run in CN(C)C=O (DMF). The product is COC=1C=C2C=C(C(=C(C2=CC1)OC1=CC=C(C=O)C=C1)C1=CC=CC=C1)CCC(F)(F)F (4-{[6-(Methyloxy)-2-phenyl-3-(3,3,3-trifluoropropyl)-1-naphthalenyl]oxy}benzaldehyde). Yield: 71.0%. As a reaction SMILES: [CH3:1][O:2][C:3]1[CH:4]=[C:5]2[C:10](=[CH:11][CH:12]=1)[C:9]([OH:13])=[C:8]([C:14]1[CH:19]=[CH:18][CH:17]=[CH:16][CH:15]=1)[C:7]([CH2:20][CH2:21][C:22]([F:25])([F:24])[F:23])=[CH:6]2.[H-].[Na+].F[C:29]1[CH:36]=[CH:35][C:32]([CH:33]=[O:34])=[CH:31][CH:30]=1>CN(C=O)C>[CH3:1][O:2][C:3]1[CH:4]=[C:5]2[C:10](=[CH:11][CH:12]=1)[C:9]([O:13][C:29]1[CH:36]=[CH:35][C:32]([CH:33]=[O:34])=[CH:31][CH:30]=1)=[C:8]([C:14]1[CH:19]=[CH:18][CH:17]=[CH:16][CH:15]=1)[C:7]([CH2:20][CH2:21][C:22]([F:24])([F:23])[F:25])=[CH:6]2 |f:1.2|. Procedure details: 6-(Methyloxy)-2-phenyl-3-(3,3,3-trifluoropropyl)-1-naphthalenol (125) (0.35 g, 1.00 mmol) was treated with NaH in DMF followed by addition of 4-fluorobenzaldehyde to give 0.32 g (71%) of the title compound (126) as a light yellow viscous oil. 1H NMR (400 MHz, CDCl3): δ 2.10-2.25 (m, 2H), 2.80-2.90 (m, 2H), 3.94 (s, 3H), 6.67 (d, J=8.8 Hz, 2H), 7.07-7.14 (m, 3H), 7.18 (d, J=2.4 Hz, 1H), 7.22-7.30 (m, 3H), 7.60-7.64 (m, 3H), 7.70 (d, J=9.2 Hz, 1H), 9.80 (s, 1H). LCMS (ESI): m/z 451 (M+H)+. The reactants are FC1=C(C=CC(=C1)F)[C@@](CN1N=CN=C1)([C@@H](C)C1=CC=C(C=C1)C1=CN=NN1COCC)O ((2R,3S)-2-(2,4-difluorophenyl)-3-(4-[1-ethoxymethyl-1,2,3-triazol-5-yl]phenyl)-1-(1,2,4-triazol-1-yl)butan-2-ol), Cl (hydrochloric acid). The solvent is C(C)O (ethanol). Product: FC1=C(C=CC(=C1)F)[C@@](CN1N=CN=C1)([C@@H](C)C1=CC=C(C=C1)C=1N=NNC1)O ((2R,3S)-2-(2,4-Difluorophenyl)-3-(4-[1,2,3-triazol-4-yl]phenyl)-1-(1,2,4-triazol-1-yl)butan-2-ol). The yield is 8.5%. As a reaction SMILES: [F:1][C:2]1[CH:7]=[C:6]([F:8])[CH:5]=[CH:4][C:3]=1[C@:9]([OH:33])([C@H:16]([C:18]1[CH:23]=[CH:22][C:21]([C:24]2[N:28](COCC)[N:27]=[N:26][CH:25]=2)=[CH:20][CH:19]=1)[CH3:17])[CH2:10][N:11]1[CH:15]=[N:14][CH:13]=[N:12]1.Cl>C(O)C>[F:1][C:2]1[CH:7]=[C:6]([F:8])[CH:5]=[CH:4][C:3]=1[C@:9]([OH:33])([C@H:16]([C:18]1[CH:23]=[CH:22][C:21]([C:24]2[N:28]=[N:27][NH:26][CH:25]=2)=[CH:20][CH:19]=1)[CH3:17])[CH2:10][N:11]1[CH:15]=[N:14][CH:13]=[N:12]1. Procedure details: A solution of (2R,3S)-2-(2,4-difluorophenyl)-3-(4-[1-ethoxymethyl-1,2,3-triazol-5-yl]phenyl)-1-(1,2,4-triazol-1-yl)butan-2-ol (5.2 g, 0.11 mol-see Example 25) in ethanol (50 ml) was treated with dilute hydrochloric acid (2N, 12 ml) and the mixture was heated under reflux for one hour. The mixture was cooled to room temperature and the solvent was removed under reduced pressure. The residue was dissolved in water (50 ml) and the mixture was neutralized by addition of solid sodium carbonate and wa... The reactants are CCOC(=O)C(C(=O)OCC)C(CC)c1ccc(NC(=O)OC(C)(C)C)nc1, CCO, ClCCl, [K+], [OH-]. Yields the product CCOC(=O)C(C(=O)O)C(CC)c1ccc(NC(=O)OC(C)(C)C)nc1. As a reaction SMILES: [CH2:1]([CH3:2])[O:3][C:4]([CH:5]([C:6](=[O:7])[O:8][CH2:9][CH3:10])[CH:11]([CH2:12][CH3:13])[c:14]1[cH:15][n:16][c:17]([NH:20][C:21](=[O:22])[O:23][C:24]([CH3:25])([CH3:26])[CH3:27])[cH:18][cH:19]1)=[O:28].[CH3:34][CH2:35][OH:36].[Cl:31][CH2:32][Cl:33].[K+:30].[OH-:29]>>[CH2:1]([CH3:2])[O:3][C:4]([CH:5]([C:6](=[O:7])[OH:8])[CH:11]([CH2:12][CH3:13])[c:14]1[cH:15][n:16][c:17]([NH:20][C:21](=[O:22])[O:23][C:24]([CH3:25])([CH3:26])[CH3:27])[cH:18][cH:19]1)=[O:28]. Reactants: ClC=1C(=NC(=NC1)NC1=C(C=C(C(=C1)C)C1CCN(CC1)C)F)NC1=NNC(=C1)C (5-Chloro-N2-(2-fluoro-5-methyl-4-(1-methylpiperidin-4-yl)phenyl)-N4-(5-methyl-1H-pyrazol-3-yl)pyrimidine-2,4-diamine), ClC=1C(=NC(=NC1)NC1=C(C=C(C(=C1)C)C1CCN(CC1)C)F)NC1=NNC(=C1)C (5-Chloro-N2-(2-fluoro-5-methyl-4-(1-methylpiperidin-4-yl)phenyl)-N4-(5-methyl-1H-pyrazol-3-yl)pyrimidine-2,4-diamine), NC1=CC(=C(C=C1F)C1CCN(CC1)C(=O)OC(C)(C)C)C (tert-butyl 4-(4-amino-5-fluoro-2-methylphenyl)piperidine-1-carboxylate), NC1=CC(=C(C=C1F)C1CCN(CC1)C(=O)OC(C)(C)C)C (tert-butyl 4-(4-amino-5-fluoro-2-methylphenyl)piperidine-1-carboxylate). Reagents/catalysts: Cl (HCl). The solvent is CC(C)O (2-propanol). Conditions: temperature 130 celsius. Product: ClC=1C(=NC(=NC1)NC1=C(C=C(C(=C1)C)C1CCNCC1)F)NC1=NNC(=C1)C (5-chloro-N2-(2-fluoro-5-methyl-4-(piperidin-4-yl)phenyl)-N4-(5-methyl-1H-pyrazol-3-yl)pyrimidine-2,4-diamine). RXN SMILES: [Cl:1][C:2]1[C:3]([NH:24][C:25]2[CH:29]=[C:28]([CH3:30])[NH:27][N:26]=2)=[N:4][C:5]([NH:8][C:9]2[CH:14]=[C:13]([CH3:15])[C:12]([CH:16]3[CH2:21][CH2:20][N:19](C)[CH2:18][CH2:17]3)=[CH:11][C:10]=2[F:23])=[N:6][CH:7]=1.NC1C(F)=CC(C2CCN(C(OC(C)(C)C)=O)CC2)=C(C)C=1>CC(O)C.Cl>[Cl:1][C:2]1[C:3]([NH:24][C:25]2[CH:29]=[C:28]([CH3:30])[NH:27][N:26]=2)=[N:4][C:5]([NH:8][C:9]2[CH:14]=[C:13]([CH3:15])[C:12]([CH:16]3[CH2:17][CH2:18][NH:19][CH2:20][CH2:21]3)=[CH:11][C:10]=2[F:23])=[N:6][CH:7]=1. Reported procedure: A mixture of 2,5-dichloro-N-(5-methyl-1H-pyrazol-3-yl)pyrimidin-4-amine (Intermediate 1, 132 mg, 0.54 mmol) and tert-butyl 4-(4-amino-5-fluoro-2-methylphenyl)piperidine-1-carboxylate (Intermediate 19, 166 mg, 0.54 mmol) in 2-propanol (15 mL) was treated with conc. aqueous HCl (14 drops). The mixture was sealed and heated in a microwave at 130° C. for 60 min. The mixture was concentrated to afford 5-chloro-N2-(2-fluoro-5-methyl-4-(piperidin-4-yl)phenyl)-N4-(5-methyl-1H-pyrazol-3-yl)pyrimidine-2,4... The reactants are C(C(O)C)(=O)[O-].[NH4+] (ammonium lactate), C(CCCC)O (pentanol), [Cl-].[Na+] (sodium chloride), resultant mixture, C(C(O)C)(=O)O (lactic acid), alcohol, lactic acid esters, N (ammonia), C(C(O)C)(=O)O (lactic acid), N (ammonia), S(O)(O)(=O)=O (sulfuric acid), TiO2, N (ammonia). Solvent: C(CCC)O (butanol). Product: C(C(O)C)(=O)OCCCC (n-Butyl lactate). Reaction SMILES: [Cl-].[Na+].S(=O)(=O)(O)O.[C:8]([OH:13])(=[O:12])[CH:9]([CH3:11])[OH:10].N.C([O-])(=O)C(C)O.[NH4+].[CH2:22](O)[CH2:23][CH2:24][CH2:25]C>C(O)CCC>[C:8]([O:13][CH2:22][CH2:23][CH2:24][CH3:25])(=[O:12])[CH:9]([CH3:11])[OH:10] |f:0.1,5.6|. Procedure details: Many methods are described in prior art for conversion of lactic acid to alkyl esters. Reaction between lactic acid and alcohols or carboxylic acids catalyzed by lipase from Candida antarctica with hexane as solvent was reported (Biotechnol. Lett. 1997, 19, 315-317). The authors found lactic acid to be a good acyl donor and esters of both primary and secondary alcohols were synthesized. Dimer formation due to lactic acid acting as both nucleophile and acyl donor was not observed. Butyl lactate w... Starting materials: CN(C)C(=O)Cl, CN(C)C=O, [H-], [H][H], [Na+], O, C(=NNc1ccccc1)c1ccccc1. RXN SMILES: [CH3:20][N:21]([CH3:22])[C:24](=[O:23])[Cl:25].[CH3:26][N:27]([CH3:28])[CH:29]=[O:30].[H-:16].[H:18][H:19].[Na+:17].[OH2:31].[c:1]1([NH:2][N:3]=[CH:9][c:10]2[cH:11][cH:12][cH:13][cH:14][cH:15]2)[cH:4][cH:5][cH:6][cH:7][cH:8]1>>[CH:9]([c:10]1[cH:11][cH:12][cH:13][cH:14][cH:15]1)=[O:23]. Yields the product O=Cc1ccccc1. Reactants: C1(C=2C(C(N1C1C(N(C1)C(CC(=O)OC)C1=CC=CC=C1)=O)=O)=CC=CC2)=O (3-Phthalimido-1-(2-methoxycarbonyl-1-phenylethyl)-2-azetidinone), CN(CCCN)C (N,N-dimethyl-1,3-propanediamine), CO (methanol), C(Cl)(Cl)Cl (chloroform). Run in C(C)(=O)OCC (ethyl acetate). Conditions: time 17 hour. Product: NC1C(N(C1)C(CC(=O)OC)C1=CC=CC=C1)=O (3-amino-1-(2-methoxycarbonyl-1-phenylethyl)-2-azetidinone). Isolated yield 82.6%. RXN SMILES: C1(=O)[N:5]([CH:6]2[CH2:9][N:8]([CH:10]([C:16]3[CH:21]=[CH:20][CH:19]=[CH:18][CH:17]=3)[CH2:11][C:12]([O:14][CH3:15])=[O:13])[C:7]2=[O:22])C(=O)C2=CC=CC=C12.CN(C)CCCN.CO.C(Cl)(Cl)Cl>C(OCC)(=O)C>[NH2:5][CH:6]1[CH2:9][N:8]([CH:10]([C:16]2[CH:21]=[CH:20][CH:19]=[CH:18][CH:17]=2)[CH2:11][C:12]([O:14][CH3:15])=[O:13])[C:7]1=[O:22]. Procedure details: 3-Phthalimido-1-(2-methoxycarbonyl-1-phenylethyl)-2-azetidinone (1.90 g.) and N,N-dimethyl-1,3-propanediamine (1.14 g.) were added to a mixture of methanol (20 ml.) and chloroform (5 ml.), whereafter the mixture was stirred at ambient temperature for 17 hours. The reaction mixture was evaporated to dryness under reduced pressure to give a residue, which was dissolved in ethyl acetate (20 ml.). The solution was extracted with three portions of an aqueous solution consisting of 1 N hydrochloric ac... Starting materials: O (water), C(C(C)C)(=O)NC=1C=C(C=CC1)C1CCN(CC1)CCCCS(=O)(=O)[O-] (3-[4-(3-isobutyrylaminophenyl)piperidin-1-yl]propylmethanesulfonate), C(=O)([O-])[O-].[K+].[K+] (K2CO3), CC1=NC2=C(N1)C=CC=C2 (2-methyl-1H-benzimidazole). Run in CN(C=O)C (N,N-dimethylformamide). Yields the product CC1=NC2=C(N1CCCN1CCC(CC1)C1=CC(=CC=C1)NC(C(C)C)=O)C=CC=C2 (2-methyl-1-{3-[4-(3-isobutyrylaminophenyl)piperidin-1-yl]propyl}-1H-benzimidazole). The yield is 50.6%. Reaction SMILES: [CH3:1][C:2]1[NH:6][C:5]2[CH:7]=[CH:8][CH:9]=[CH:10][C:4]=2[N:3]=1.[C:11]([NH:16][C:17]1[CH:18]=[C:19]([CH:23]2[CH2:28][CH2:27][N:26]([CH2:29][CH2:30][CH2:31]CS([O-])(=O)=O)[CH2:25][CH2:24]2)[CH:20]=[CH:21][CH:22]=1)(=[O:15])[CH:12]([CH3:14])[CH3:13].C([O-])([O-])=O.[K+].[K+].O>CN(C)C=O>[CH3:1][C:2]1[N:6]([CH2:31][CH2:30][CH2:29][N:26]2[CH2:27][CH2:28][CH:23]([C:19]3[CH:20]=[CH:21][CH:22]=[C:17]([NH:16][C:11](=[O:15])[CH:12]([CH3:14])[CH3:13])[CH:18]=3)[CH2:24][CH2:25]2)[C:5]2[CH:7]=[CH:8][CH:9]=[CH:10][C:4]=2[N:3]=1 |f:2.3.4|. Procedure: 100 mg (0.75 mmol) of 2-methyl-1H-benzimidazole was dissolved in 5 ml of N,N-dimethylformamide, and 286 mg (0.75 mmol) of 3-[4-(3-isobutyrylaminophenyl)piperidin-1-yl]propylmethanesulfonate and 310 mg (2.25 mmol) of K2CO3 were added to the resulting solution, followed by treating the mixture at 80° C. for 5 hours. The reaction mixture was combined with 50 ml of water and extracted with ethylacetate (50 ml×2) being washed with water and a sodium hydroxide solution, and then the combined organic l... The reactants are solid, C(C)OC(C(=O)OCC)C(C(=O)OCC)=O (diethyl 2-ethoxy-3-oxo-succinate), NC(=O)N (urea), Cl.CC(=O)O (HCl AcOH). Yields the product C(C)OC(C(OCC)=C1NC(NC1=O)=O)=O ((2,5-Dioxo-imidazolidin-4-ylidene)-ethoxy-acetic acid ethyl ester). Reaction SMILES: [CH2:1]([O:3][CH:4]([C:10](=O)[C:11]([O:13]CC)=O)[C:5]([O:7][CH2:8][CH3:9])=[O:6])[CH3:2].[NH2:17][C:18]([NH2:20])=[O:19].Cl.CC(O)=O>>[CH2:8]([O:7][C:5](=[O:6])[C:4](=[C:10]1[C:11](=[O:13])[NH:20][C:18](=[O:19])[NH:17]1)[O:3][CH2:1][CH3:2])[CH3:9] |f:2.3|. Reported procedure: A mixture of diethyl 2-ethoxy-3-oxo-succinate (55.86 g, 1 eq) and urea (14.41 g, 1 eq.) was refluxed for 2.5 h in 1 M HCl—AcOH (1200 ml, 5 eq.) and allowed to become cool. The cooled mixture was evaporated to dryness. The residues were dissolved in MeOH, heated aside for crystallization. After crystallization, the precipitates were filtered to give a product which was an off-white solid (15.11 g, 27.5%).